Dataset: the Open Reaction Database (ORD), a public repository of structured organic reaction records. Task: describe an organic reaction: reactants, conditions, products, and yield Starting materials: O=C(N=C1NCC(COc2cccc(CN3CCCCC3)c2)O1)c1ccccc1, c1ccncc1, NCCCc1c[nH]cn1. Yields the product O=C(NC(=NCCCc1c[nH]cn1)NCC(O)COc1cccc(CN2CCCCC2)c1)c1ccccc1. RXN SMILES: [C:1]([c:2]1[cH:3][cH:4][cH:5][cH:6][cH:7]1)(=[O:8])[N:9]=[C:10]1[O:11][CH:12]([CH2:15][O:16][c:17]2[cH:18][c:19]([CH2:23][N:24]3[CH2:25][CH2:26][CH2:27][CH2:28][CH2:29]3)[cH:20][cH:21][cH:22]2)[CH2:13][NH:14]1.[cH:39]1[cH:40][cH:41][n:42][cH:43][cH:44]1.[nH:30]1[cH:31][n:32][c:33]([CH2:35][CH2:36][CH2:37][NH2:38])[cH:34]1>>[C:1]([c:2]1[cH:3][cH:4][cH:5][cH:6][cH:7]1)(=[O:8])[NH:9][C:10]([NH:14][CH2:13][CH:12]([OH:11])[CH2:15][O:16][c:17]1[cH:18][c:19]([CH2:23][N:24]2[CH2:25][CH2:26][CH2:27][CH2:28][CH2:29]2)[cH:20][cH:21][cH:22]1)=[N:38][CH2:37][CH2:36][CH2:35][c:33]1[n:32][cH:31][nH:30][cH:34]1. Reactants: [Cl-].[NH4+] (ammonium chloride), C(C)(C)(C)OC(=O)N1C2CC(CC1CC2)C#N (3-Cyano-8-aza-bicyclo[3.2.1]octane-8-carboxylic acid tert-butyl ester), ClC=1SC=CN1 (2-chloro-1,3-thiazole), [Li].C[Si](C)(C)N[Si](C)(C)C (lithium HMDS). Run in C1CCOC1 (THF). Run at temperature -78 celsius, time 5 minute. Procedure details: 3-Cyano-8-aza-bicyclo[3.2.1]octane-8-carboxylic acid tert-butyl ester (0.15 g) and 2-chloro-1,3-thiazole (0.09 g, 0.75 mmol) were dissolved in THF (4 mL). The mixture was cooled to −78° C. and lithium HMDS (1 M in THF; 0.89 mL) was added dropwise. After 5 minutes, the mixture was allowed to warm to room temperature and after 0.5 hour saturated aqueous ammonium chloride was added and the products extracted into ethyl acetate. The organic solution was dried with anhydrous magnesium sulphate, filte... Yields the product C(C)(C)(C)OC(=O)N1C2CC(CC1CC2)(C=2SC=CN2)C#N (3-Cyano-3-thiazol-2-yl-8-aza-bicyclo[3.2.1]octane-8-carboxylic acid tert-butyl ester). Reaction SMILES: [C:1]([O:5][C:6]([N:8]1[CH:13]2[CH2:14][CH2:15][CH:9]1[CH2:10][CH:11]([C:16]#[N:17])[CH2:12]2)=[O:7])([CH3:4])([CH3:3])[CH3:2].Cl[C:19]1[S:20][CH:21]=[CH:22][N:23]=1.[Li].C[Si](N[Si](C)(C)C)(C)C.[Cl-].[NH4+]>C1COCC1>[C:1]([O:5][C:6]([N:8]1[CH:13]2[CH2:14][CH2:15][CH:9]1[CH2:10][C:11]([C:16]#[N:17])([C:19]1[S:20][CH:21]=[CH:22][N:23]=1)[CH2:12]2)=[O:7])([CH3:4])([CH3:2])[CH3:3] |f:2.3,4.5,^1:23|. The yield is 98.6%. The reactants are C1(CCCCC1)CCC[C@H](CC(=O)NO)C1=NC(=NO1)CCC(=O)OCC (Ethyl 3-(5-{(1R)-4-cyclohexyl-1-[2-(hydroxyamino)-2-oxoethyl]butyl}-1,2,4-oxadiazol-3-yl)propanoate), O.[OH-].[Li+] (lithium hydroxide monohydrate). Solvent: O1CCOCC1 (1,4-dioxan), O (water), O (water). Reaction conditions: time 2 hour. Yields the product C1(CCCCC1)CCC[C@H](CC(=O)NO)C1=NC(=NO1)CCC(=O)O (3-(5-{(1R)-4-Cyclohexyl-1-[2-(hydroxyamino)-2-oxoethyl]butyl}1,2,4-oxadiazol-3-yl)propanoic acid). Isolated yield 67.9%. As a reaction SMILES: [CH:1]1([CH2:7][CH2:8][CH2:9][C@@H:10]([C:16]2[O:20][N:19]=[C:18]([CH2:21][CH2:22][C:23]([O:25]CC)=[O:24])[N:17]=2)[CH2:11][C:12]([NH:14][OH:15])=[O:13])[CH2:6][CH2:5][CH2:4][CH2:3][CH2:2]1.O.[OH-].[Li+]>O1CCOCC1.O>[CH:1]1([CH2:7][CH2:8][CH2:9][C@@H:10]([C:16]2[O:20][N:19]=[C:18]([CH2:21][CH2:22][C:23]([OH:25])=[O:24])[N:17]=2)[CH2:11][C:12]([NH:14][OH:15])=[O:13])[CH2:2][CH2:3][CH2:4][CH2:5][CH2:6]1 |f:1.2.3|. Procedure details: A solution of ethyl 3-(5-{(1R)-4-cyclohexyl-1 -[2-(hydroxyamino)-2-oxoethyl]butyl}-1,2,4-oxadiazol-3- yl)propanoate (Example 54) (58 mg, 0.15 mmol) in 1,4-dioxan (2 ml) and water (1 ml) was treated with lithium hydroxide monohydrate (13 mg, 0.31 mmol) and stirred at room temperature for 2 hours. The reaction mixture was diluted with water and washed with diethylether (×2). The aqueous layer was acidified with hydrochloric acid (2M) (2 ml) and washed with ethyl acetate (×2). The combined organic ... Starting materials: Cl.CC1CNCCC1=O (racemic 3-methyl-piperidin-4-one hydrochloride), CS(=O)(=O)Cl (methanesulfonyl chloride). Reaction SMILES: Cl.[CH3:2][CH:3]1[C:8](=[O:9])[CH2:7][CH2:6][NH:5][CH2:4]1.[CH3:10][S:11](Cl)(=[O:13])=[O:12]>>[CH3:10][S:11]([N:5]1[CH2:6][CH2:7][C:8](=[O:9])[CH:3]([CH3:2])[CH2:4]1)(=[O:13])=[O:12] |f:0.1|. Reported procedure: Racemic 1-methanesulfonyl-3-methyl-piperidin-4-one was prepared in the same manner from racemic 3-methyl-piperidin-4-one hydrochloride and methanesulfonyl chloride. Yields the product CS(=O)(=O)N1CC(C(CC1)=O)C (Racemic 1-methanesulfonyl-3-methyl-piperidin-4-one). The reactants are O[C@@H]1CN(CCC1)C(=O)OC(C)(C)C (1,1-dimethylethyl (3S)-3-hydroxypiperidine-1-carboxylate), [H-].[Na+] (sodium hydride), IC (iodomethane). Run in C(C)(=O)OCC (ethyl acetate), O1CCCC1 (tetrahydrofuran). Run at time 25 minute. Product: CO[C@@H]1CN(CCC1)C(=O)OC(C)(C)C (1,1-dimethylethyl (3S)-3-(methyloxy)piperidine-1-carboxylate). The yield is 72.2%. RXN SMILES: [OH:1][C@H:2]1[CH2:7][CH2:6][CH2:5][N:4]([C:8]([O:10][C:11]([CH3:14])([CH3:13])[CH3:12])=[O:9])[CH2:3]1.[H-].[Na+].I[CH3:18]>O1CCCC1.C(OCC)(=O)C>[CH3:18][O:1][C@H:2]1[CH2:7][CH2:6][CH2:5][N:4]([C:8]([O:10][C:11]([CH3:14])([CH3:13])[CH3:12])=[O:9])[CH2:3]1 |f:1.2|. Reported procedure: To a solution of 1,1-dimethylethyl (3S)-3-hydroxypiperidine-1-carboxylate (Preparation 127, 1.8 g, 9.2 mmol) in anhydrous tetrahydrofuran (40 ml) was added sodium hydride (60% dispersion in oil, 0.39 g, 9.2 mmol) in portions. The resulting mixture was stirred for 25 min then iodomethane (2.83 g, 20 mmol) was added dropwise and the reaction mixture was stirred for 17 h. The reaction mixture was diluted with ethyl acetate (200 ml) and washed with brine (5% solution, 200 ml). The aqueous layer, was... Reactants: C(C)OC(=O)C=1N=CC=2NC3=CC=CC=C3C2C1COC (4-methoxymethyl-beta-carboline-3-carboxylic-acid-ethylester), ICl (iodine chloride), II (iodine), ice, ICl (iodine chloride). Solvent: C(Cl)Cl (methylene chloride), N1=CC=CC=C1 (pyridine). Conditions: time 60 minute. The product is C(C)OC(=O)C=1N=CC=2NC3=CC=C(C=C3C2C1COC)I (6-iodo-4-methoxymethyl-beta-carboline-3-carboxylic-acid-ethylester). Reaction SMILES: [CH2:1]([O:3][C:4]([C:6]1[N:7]=[CH:8][C:9]2[NH:10][C:11]3[C:16]([C:17]=2[C:18]=1[CH2:19][O:20][CH3:21])=[CH:15][CH:14]=[CH:13][CH:12]=3)=[O:5])[CH3:2].[I:22]Cl.II>C(Cl)Cl.N1C=CC=CC=1>[CH2:1]([O:3][C:4]([C:6]1[N:7]=[CH:8][C:9]2[NH:10][C:11]3[C:16]([C:17]=2[C:18]=1[CH2:19][O:20][CH3:21])=[CH:15][C:14]([I:22])=[CH:13][CH:12]=3)=[O:5])[CH3:2]. Procedure: A solution of 1.0 g of 4-methoxymethyl-beta-carboline-3-carboxylic-acid-ethylester in 20 ml of methylene chloride and 1.5 ml of pyridine is mixed dropwise with 1.5 ml of iodine chloride at room temperature. After 60 minutes, another 1.5 ml of iodine chloride is added and then 200 mg of iodine. The mixture is stirred for another 2 h at room temperature and then poured into an ice-cold saturated sodium thiosulfate solution, followed by extraction with methylene chloride. Crystallization in ethyl a... RXN SMILES: O.Cl.[CH3:3][CH:4]1[CH2:13][C:12]2[C:7](=[CH:8][CH:9]=[CH:10][C:11]=2[O:14]COC)[O:6][CH2:5]1>CO.ClCCl>[CH3:3][CH:4]1[CH2:13][C:12]2[C:11]([OH:14])=[CH:10][CH:9]=[CH:8][C:7]=2[O:6][CH2:5]1. Yield: 64.9%. Conditions: temperature 60 celsius, time 30 minute. Solvent: CO (methanol), ClCCl (dichloromethane). Product: CC1COC=2C=CC=C(C2C1)O (3-methyl-3,4-dihydro-2H-chromen-5-ol). Reported procedure: In a 8 ml vial 3-methyl-5-{[(methyloxy)methyl]oxy}-3,4-dihydro-2H-chromene (Intermediate 116, 103.6 mg) was dissolved in methanol (3 ml) to give a colourless solution. A 2M/H2O solution of HCl (0.224 ml, 0.448 mmol) was added. The reaction mixture was shaken at 60° C. After 2 h 30 min, the reaction mixture was diluted with 10 ml of dichloromethane. The phases were separated through a phase separator cartridge. The organic phase was evaporated under vacuum to afford the crude product which was pu... Reactants: O (H2O), Cl (HCl), CC1COC2=CC=CC(=C2C1)OCOC (3-methyl-5-{[(methyloxy)methyl]oxy}-3,4-dihydro-2H-chromene), CC1COC2=CC=CC(=C2C1)OCOC (3-methyl-5-{[(methyloxy)methyl]oxy}-3,4-dihydro-2H-chromene). Reactants: solution, C(CCC)[Li] (butyllithium), CCCCCC (hexane), FC1=C(C=CC=C1)F (1,2-difluorobenzene), O1CCCC1 (tetrahydrofuran), CSSC (dimethyl disulfide), C(CCC)[Li] (butyllithium). Run at temperature -70 celsius, time 10 minute. Product: FC1=C(C(=S)O)C=CC(=C1F)C (2,3-Difluoro-4-methylthiobenzoic Acid). As a reaction SMILES: C([Li])CCC.CCCCCC.[F:12][C:13]1C=C[CH:16]=[CH:15][C:14]=1[F:19].C[S:21]SC.[O:24]1[CH2:28][CH2:27][CH2:26][CH2:25]1>>[F:12][C:13]1[C:14]([F:19])=[C:15]([CH3:16])[CH:25]=[CH:26][C:27]=1[C:28]([OH:24])=[S:21]. Procedure: A 2.5M solution of butyllithium in hexane (4.5 mL, 11 mmol) was added dropwise with stirring to a solution of 1.00 mL (10.2 mmol) of 1,2-difluorobenzene in 10 mL of dry tetrahydrofuran cooled to -70° C. under a nitrogen atmosphere. After 10 min, 0.80 mL (11 mmol) of dimethyl disulfide was added dropwise with stirring. Another 11 mmol of 2.5M butyllithium was then added and, after 10 min, the reaction mixture was quenched by bubbling a stream of dry carbon dioxide into the solution. The resulting... Reactants: [BH4-], CO, C=Cc1ccc(C#N)cc1C, [Na+], O=[O+][O-], O. Product: Cc1cc(C#N)ccc1CO. RXN SMILES: [BH4-:15].[CH3:18][OH:19].[CH3:1][c:2]1[cH:3][c:4]([C:5]#[N:6])[cH:7][cH:8][c:9]1[CH:10]=[CH2:11].[Na+:16].[O-:12][O+:13]=[O:14].[OH2:17]>>[CH3:1][c:2]1[cH:3][c:4]([C:5]#[N:6])[cH:7][cH:8][c:9]1[CH2:10][OH:12].